From a dataset of the Open Reaction Database (ORD), a public repository of structured organic reaction records. describe an organic reaction: reactants, conditions, products, and yield Reaction SMILES: Cl.[Cl:2][CH:3]=[CH:4][CH2:5][NH:6][C@@H:7]([C:9]1[C:18]2[C:13](=[CH:14][CH:15]=[CH:16][CH:17]=2)[CH:12]=[CH:11][CH:10]=1)[CH3:8].[OH-].[Na+].O>CO>[Cl:2][CH:3]=[CH:4][CH2:5][NH:6][C@@H:7]([C:9]1[C:18]2[C:13](=[CH:14][CH:15]=[CH:16][CH:17]=2)[CH:12]=[CH:11][CH:10]=1)[CH3:8] |f:0.1,2.3|. Product: ClC=CCN[C@H](C)C1=CC=CC2=CC=CC=C12 (3-chloro-N-[(1R)-1-(naphthalen-1-yl)ethyl]prop-2-en-1-amine). The yield is 98.8%. Reported procedure: The pH of the solution of 3-chloro-N-[(1R)-1-(naphthalen-1-yl)ethyl]prop-2-en-1-amine hydrochloride (50 g) in methanol (500 mL) was adjusted to 11 to 12 using aqueous sodium hydroxide solution (˜20% w/v) at room temperature. De-ionized water (500 ml) was added to the solution. The mixture was extracted with dichloromethane (250 mL). Layers were separated and the aqueous layer was re-extracted with dichloromethane (125 mL). The combined organic layers were washed with de-ionized water (2×250 mL) ... The solvent is CO (methanol). Reactants: Cl.ClC=CCN[C@H](C)C1=CC=CC2=CC=CC=C12 (3-chloro-N-[(1R)-1-(naphthalen-1-yl)ethyl]prop-2-en-1-amine hydrochloride), [OH-].[Na+] (sodium hydroxide), O (water). Reactants: C=C.C(CCC)OC(C=C)=O.C(C(=C)C)(=O)OCC1CO1 (ethylene n-butylacrylate glycidyl methacrylate), glycidyl, C1(CCCCC1)NCCC[Si](OC)(OC)OC (N-cyclohexylaminopropyl trimethoxysilane), N[SiH3] (aminosilane). The product is C=C.C(C=C)(=O)OCCCC (Ethylene n-Butyl Acrylate). As a reaction SMILES: C=C.[CH2:3]([O:7][C:8](=[O:11])[CH:9]=[CH2:10])[CH2:4][CH2:5][CH3:6].C(OCC1OC1)(=O)C(C)=C.C1(NCCC[Si](OC)(OC)OC)CCCCC1.N[SiH3]>>[CH2:3]=[CH2:4].[C:8]([O:7][CH2:3][CH2:4][CH2:5][CH3:6])(=[O:11])[CH:9]=[CH2:10] |f:0.1.2,5.6|. Reported procedure: 45 g. of an ethylene/n-butylacrylate/glycidyl methacrylate containing 4 wt. % GMA and 30 weight percent nBA and having a melt index of 1000 was reacted with 3.3 g. of N-cyclohexylaminopropyl trimethoxysilane in a Brabender mixer at 160° C. for 10 min. Rotor speed was 100 rpm. This represents a stoichiometric balance of aminosilane to the glycidyl moiety. The MI of the grafted product was 1098. This is above that of the direct copolymer which suggests that little or no crosslinking occurred durin... The product is CC(O)(C(=O)Nc1ccc(Sc2ccc(C(=O)O)cc2)cc1Cl)C(F)(F)F. As a reaction SMILES: [Cl:11][c:12]1[c:13]([NH:19][C:20]([C:21]([C:22]([F:23])([F:24])[F:25])([CH3:26])[OH:27])=[O:28])[cH:14][cH:15][c:16]([I:18])[cH:17]1.[O:29]=[CH:30][N:31]([CH3:32])[CH3:33].[SH:1][c:2]1[cH:3][cH:4][c:5]([C:6](=[O:7])[OH:8])[cH:9][cH:10]1>>[S:1]([c:2]1[cH:3][cH:4][c:5]([C:6](=[O:7])[OH:8])[cH:9][cH:10]1)[c:16]1[cH:15][cH:14][c:13]([NH:19][C:20]([C:21]([C:22]([F:23])([F:24])[F:25])([CH3:26])[OH:27])=[O:28])[c:12]([Cl:11])[cH:17]1. Starting materials: CC(O)(C(=O)Nc1ccc(I)cc1Cl)C(F)(F)F, CN(C)C=O, O=C(O)c1ccc(S)cc1. Reactants: COc1ccc(Cl)cc1C(=O)N=c1sc(C(C)(C)C)cn1CC1(OC(C)=O)CCCCC1, COc1ccc(P2(=S)SP(=S)(c3ccc(OC)cc3)S2)cc1, Cc1ccccc1. The product is COc1ccc(Cl)cc1C(=S)N=c1sc(C(C)(C)C)cn1CC1(OC(C)=O)CCCCC1. As a reaction SMILES: [C:1]([CH3:2])(=[O:3])[O:4][C:5]1([CH2:11][n:12]2[c:13](=[N:21][C:22]([c:23]3[c:24]([O:30][CH3:31])[cH:25][cH:26][c:27]([Cl:29])[cH:28]3)=[O:32])[s:14][c:15]([C:17]([CH3:18])([CH3:19])[CH3:20])[cH:16]2)[CH2:6][CH2:7][CH2:8][CH2:9][CH2:10]1.[CH3:33][O:34][c:35]1[cH:36][cH:37][c:38]([P:39]2(=[S:40])[S:41][P:43](=[S:44])([c:45]3[cH:46][cH:47][c:48]([O:49][CH3:50])[cH:51][cH:52]3)[S:42]2)[cH:53][cH:54]1.[CH3:55][c:56]1[cH:57][cH:58][cH:59][cH:60][cH:61]1>>[C:1]([CH3:2])(=[O:3])[O:4][C:5]1([CH2:11][n:12]2[c:13](=[N:21][C:22]([c:23]3[c:24]([O:30][CH3:31])[cH:25][cH:26][c:27]([Cl:29])[cH:28]3)=[S:42])[s:14][c:15]([C:17]([CH3:18])([CH3:19])[CH3:20])[cH:16]2)[CH2:6][CH2:7][CH2:8][CH2:9][CH2:10]1. The yield is 43.6%. Run in CC(=O)O (HOAc). Reported procedure: A mixture of 3.84 g (28.0 mmol) of (4-methoxy)benzylamine, 2.73 g (42.0 mmol) of sodium azide and 7.50 mL (45.0 mmol) triethyl orthoformate in 25 mL of HOAc was stirred at 80° C. for 20 h. The reaction was cooled and concentrated. The residue was partitioned between 100 mL of EtOAc and 100 mL of H2O and the layers were separated. The organic layer was washed with 100 mL of 2.0 N HCl, 100 mL of sat'd NaHCO3, 100 mL of sat'd NaCl, dried over MgSO4 and concentrated. Flash chromatography on 100 g of... Product: hexanes EtOAc, COC1=CC=C(CN2N=NN=C2)C=C1 (1-((4-Methoxy)benzyl)tetrazole). Reaction SMILES: [CH3:1][O:2][C:3]1[CH:10]=[CH:9][C:6]([CH2:7][NH2:8])=[CH:5][CH:4]=1.[N-:11]=[N+:12]=[N-:13].[Na+].[CH:15](OCC)(OCC)OCC>CC(O)=O>[CH3:1][O:2][C:3]1[CH:10]=[CH:9][C:6]([CH2:7][N:8]2[CH:15]=[N:13][N:12]=[N:11]2)=[CH:5][CH:4]=1 |f:1.2|. Run at temperature 80 celsius, time 20 hour. Reactants: COC1=CC=C(CN)C=C1 ((4-methoxy)benzylamine), [N-]=[N+]=[N-].[Na+] (sodium azide), C(OCC)(OCC)OCC (triethyl orthoformate).